The task is: describe an organic reaction: reactants, conditions, products, and yield. This data is from the Open Reaction Database (ORD), a public repository of structured organic reaction records. Starting materials: C1=CC=CC=C1 (benzene), C(C=C)(=O)OCC (ethyl acrylate), H7PMo8V4O40, C(C)(=O)[O-].[Na+] (sodium acetate), C(C)(=O)CC(C)=O (acetylacetone), C1(=CC=CC=C1)C(=CC(=O)OCC)C1=CC=CC=C1 (ethyl 3,3-diphenylacrylate), C(C=CC1=CC=CC=C1)(=O)OCC (ethyl cinnamate), O=O (oxygen). The reagents and catalysts are C(C)(=O)[O-].[Pd+2].C(C)(=O)[O-] (palladium(II) acetate). Solvent: C(C)(=O)O (acetic acid). Yields the product C(C)(=O)OC=CC(=O)OCC (ethyl 3-acetoxyacrylate). RXN SMILES: C1C=CC=CC=1.[C:7]([O:11][CH2:12][CH3:13])(=[O:10])[CH:8]=[CH2:9].[C:14]([O-:17])(=[O:16])[CH3:15].[Na+].C(CC(=O)C)(=O)C.O=O.C(OCC)(=O)C=CC1C=CC=CC=1.C1(C(C2C=CC=CC=2)=CC(OCC)=O)C=CC=CC=1>C([O-])(=O)C.[Pd+2].C([O-])(=O)C.C(O)(=O)C>[C:14]([O:17][CH:9]=[CH:8][C:7]([O:11][CH2:12][CH3:13])=[O:10])(=[O:16])[CH3:15] |f:2.3,8.9.10|. Procedure: In a flask, 15 mmol of benzene, 1.5 mmol of ethyl acrylate, 0.1 mmol of palladium(II) acetate, 0.02 mmol of H7PMo8V4O40, 0.08 mmol of sodium acetate, 0.1 mmol of acetylacetone, and 5 ml of acetic acid were placed and were stirred at a constant temperature of 90° C. in an atmosphere of oxygen gas at 1 atm (0.1 MPa) for 6 hours. The resulting reaction mixture was analyzed by gas chromatography to find that ethyl cinnamate, ethyl 3,3-diphenylacrylate, and ethyl 3-acetoxyacrylate were produced in yi... Reactants: ClC1=CC=C(C(=O)NC=2SC=C(N2)CC(=O)N2CCN(CC2)CC(=O)O)C=C1 ((4-{2-[2-(4-chloro-benzoylamino)-thiazol-4-yl]-acetyl}-piperazin-1-yl)-acetic acid), C(C)(C)(C)OC(=O)NC1CNCC1 (3-(tert-butyloxycarbonylamino)pyrrolidine). The product is C(C)(C)(C)OC(NC1CN(CC1)C(CN1CCN(CC1)C(CC=1N=C(SC1)NC(C1=CC=C(C=C1)Cl)=O)=O)=O)=O ({1-[2-(4-{2-[2-(4-chloro-benzoylamino)-thiazol-4-yl]-acetyl}-piperazin-1-yl)-acetyl]-pyrrolidin-3-yl}-carbamic acid tert-butyl ester). As a reaction SMILES: [Cl:1][C:2]1[CH:28]=[CH:27][C:5]([C:6]([NH:8][C:9]2[S:10][CH:11]=[C:12]([CH2:14][C:15]([N:17]3[CH2:22][CH2:21][N:20]([CH2:23][C:24](O)=[O:25])[CH2:19][CH2:18]3)=[O:16])[N:13]=2)=[O:7])=[CH:4][CH:3]=1.[C:29]([O:33][C:34]([NH:36][CH:37]1[CH2:41][CH2:40][NH:39][CH2:38]1)=[O:35])([CH3:32])([CH3:31])[CH3:30]>>[C:29]([O:33][C:34](=[O:35])[NH:36][CH:37]1[CH2:41][CH2:40][N:39]([C:24](=[O:25])[CH2:23][N:20]2[CH2:21][CH2:22][N:17]([C:15](=[O:16])[CH2:14][C:12]3[N:13]=[C:9]([NH:8][C:6](=[O:7])[C:5]4[CH:27]=[CH:28][C:2]([Cl:1])=[CH:3][CH:4]=4)[S:10][CH:11]=3)[CH2:18][CH2:19]2)[CH2:38]1)([CH3:32])([CH3:30])[CH3:31]. Procedure details: In analogy to example 22.3, (4-{2-[2-(4-chloro-benzoylamino)-thiazol-4-yl]-acetyl}-piperazin-1-yl)-acetic acid (example 22.2) was coupled with 3-(tert-butyloxycarbonylamino)pyrrolidine, using general method C, to give {1-[2-(4-{2-[2-(4-chloro-benzoylamino)-thiazol-4-yl]-acetyl}-piperazin-1-yl)-acetyl]-pyrrolidin-3-yl}-carbamic acid tert-butyl ester. Off-white solid. MS 591.3 ([M+H]+) The product is C(#N)CC(=O)NCC1=CC=CC(=N1)NC=1SC(=CC1C(=O)N)C1=C(C=C(C=C1F)C(C)(C)O)F (2-[(6-{[(Cyanoacetyl)amino]methyl}pyridin-2-yl)amino]-5-[2,6-difluoro-4-(1-hydroxy-1-methylethyl)phenyl]thiophene-3-carboxamide). Procedure: The title compound was prepared using the procedure described in Example 1 with 2-amino-5-[2,6-difluoro-4-(1-hydroxy-1-methylethyl)phenyl]thiophene-3-carboxamide (0.12 g, 0.38 mmol) and N-[(6-bromopyridin-2-yl)methyl]-2-cyanoacetamide (0.96 g, 0.38 mmol) as starting materials. As a reaction SMILES: [NH2:1][C:2]1[S:3][C:4]([C:10]2[C:15]([F:16])=[CH:14][C:13]([C:17]([OH:20])([CH3:19])[CH3:18])=[CH:12][C:11]=2[F:21])=[CH:5][C:6]=1[C:7]([NH2:9])=[O:8].Br[C:23]1[N:28]=[C:27]([CH2:29][NH:30][C:31](=[O:35])[CH2:32][C:33]#[N:34])[CH:26]=[CH:25][CH:24]=1>>[C:33]([CH2:32][C:31]([NH:30][CH2:29][C:27]1[N:28]=[C:23]([NH:1][C:2]2[S:3][C:4]([C:10]3[C:11]([F:21])=[CH:12][C:13]([C:17]([OH:20])([CH3:18])[CH3:19])=[CH:14][C:15]=3[F:16])=[CH:5][C:6]=2[C:7]([NH2:9])=[O:8])[CH:24]=[CH:25][CH:26]=1)=[O:35])#[N:34]. Starting materials: NC=1SC(=CC1C(=O)N)C1=C(C=C(C=C1F)C(C)(C)O)F (2-amino-5-[2,6-difluoro-4-(1-hydroxy-1-methylethyl)phenyl]thiophene-3-carboxamide), BrC1=CC=CC(=N1)CNC(CC#N)=O (N-[(6-bromopyridin-2-yl)methyl]-2-cyanoacetamide). Reactants: [H-].[Na+] (Sodium hydride), CC(=O)C1=CC=C(C=C1)F (4-Fluoroacetophenone), ClC1=NC=C(C=C1)Cl (2,5 dichloropyridine). The solvent is C1CCOC1 (THF), C1CCOC1 (THF), C1CCOC1 (THF). Yields the product ClC=1C=CC(=NC1)CC(=O)C1=CC=C(C=C1)F (2-(5-Chloropyridin-2-yl)-1-(4-fluorophenyl)ethanone). Isolated yield 8.5%. Reaction SMILES: [H-].[Na+].[CH3:3][C:4]([C:6]1[CH:11]=[CH:10][C:9]([F:12])=[CH:8][CH:7]=1)=[O:5].Cl[C:14]1[CH:19]=[CH:18][C:17]([Cl:20])=[CH:16][N:15]=1>C1COCC1>[Cl:20][C:17]1[CH:18]=[CH:19][C:14]([CH2:3][C:4]([C:6]2[CH:11]=[CH:10][C:9]([F:12])=[CH:8][CH:7]=2)=[O:5])=[N:15][CH:16]=1 |f:0.1|. Reported procedure: Sodium hydride (Aldrich, 60% in oil, 13.03 g) was suspended in anhydrous THF (250 ml). 4-Fluoroacetophenone (15 g, 108.6 mmol) in anhydrous THF (100 ml) was added dropwise and the mixture heated to reflux for 1 h under nitrogen. The solution was cooled to 0° and 2,5 dichloropyridine (16.07 g) in anhydrous THF (75 ml) was added dropwise. The mixture was then heated to reflux overnight before being recooled to 0° and quenched with water dropwise (CAUTION! Hydrogen gas evolved, exothermic). The res...